This data is from the Open Reaction Database (ORD), a public repository of structured organic reaction records. The task is: describe an organic reaction: reactants, conditions, products, and yield The reactants are [BH4-].[Na+] (sodium borohydride), [I-].ClC1=CC2=C(C=3C(C[N+](=C2C2=C(C=CC=C2)Cl)C)=CN(C3)C)C=C1 (8-chloro-6-(2-chlorophenyl)-2,5-dimethyl-2H,4H-pyrrolo[3,4-d][2]benzazepin-5-ium iodide). The solvent is CO (methanol). Reaction conditions: time 20 minute. Product: ClC1=CC2=C(C=3C(CN(C2C2=C(C=CC=C2)Cl)C)=CN(C3)C)C=C1 (8-Chloro-6-(2-chlorophenyl)-2,5-dimethyl-5,6-dihydro-2H,4H-pyrrolo[3,4-d][2]benzazepine). RXN SMILES: [BH4-].[Na+].[I-].[Cl:4][C:5]1[CH:27]=[CH:26][C:8]2[C:9]3[C:10](=[CH:22][N:23]([CH3:25])[CH:24]=3)[CH2:11][N+:12]([CH3:21])=[C:13]([C:14]3[CH:19]=[CH:18][CH:17]=[CH:16][C:15]=3[Cl:20])[C:7]=2[CH:6]=1>CO>[Cl:4][C:5]1[CH:27]=[CH:26][C:8]2[C:9]3[C:10](=[CH:22][N:23]([CH3:25])[CH:24]=3)[CH2:11][N:12]([CH3:21])[CH:13]([C:14]3[CH:19]=[CH:18][CH:17]=[CH:16][C:15]=3[Cl:20])[C:7]=2[CH:6]=1 |f:0.1,2.3|. Procedure details: Portionwise 0.2 g (52 mmol) of sodium borohydride was added to a solution of 3.0 g (6.3 mmol) of 8-chloro-6-(2-chlorophenyl)-2,5-dimethyl-2H,4H-pyrrolo[3,4-d][2]benzazepin-5-ium iodide in 50 ml of methanol which was cooled to 0°. The mixture was stirred at 0° for 20 min followed by the removal of the methanol at reduced pressure. The residue was partitioned between methylene chloride and water. The methylene chloride solution was washed with water and saturated aqueous sodium chloride, dried ove... Reactants: CC(=O)SCC(Cc1ccccc1)C(=O)NC(C)C(=O)N1CCCC1C(=O)O, CO, N, [Zn]. The product is CC(NC(=O)C(CS)Cc1ccccc1)C(=O)N1CCCC1C(=O)O. Reaction SMILES: [C:1](=[O:2])([CH3:3])[S:4][CH2:5][CH:6]([C:7](=[O:8])[NH:9][CH:10]([CH3:11])[C:12](=[O:13])[N:14]1[CH:15]([C:16](=[O:17])[OH:18])[CH2:19][CH2:20][CH2:21]1)[CH2:22][c:23]1[cH:24][cH:25][cH:26][cH:27][cH:28]1.[CH3:31][OH:32].[NH3:29].[Zn:30]>>[SH:4][CH2:5][CH:6]([C:7](=[O:8])[NH:9][CH:10]([CH3:11])[C:12](=[O:13])[N:14]1[CH:15]([C:16](=[O:17])[OH:18])[CH2:19][CH2:20][CH2:21]1)[CH2:22][c:23]1[cH:24][cH:25][cH:26][cH:27][cH:28]1. The product is O=C(c1ccc(F)cc1)c1ccc(SCc2ccccc2)cc1. Starting materials: Fc1ccc(Br)cc1, N#Cc1ccc(SCc2ccccc2)cc1, CCOCC, [Mg], C1CCOC1. RXN SMILES: [Br:2][c:3]1[cH:4][cH:5][c:6]([F:9])[cH:7][cH:8]1.[CH2:10]([c:11]1[cH:12][cH:13][cH:14][cH:15][cH:16]1)[S:17][c:18]1[cH:19][cH:20][c:21]([C:22]#[N:23])[cH:24][cH:25]1.[CH3:26][CH2:27][O:28][CH2:29][CH3:30].[Mg:1].[O:31]1[CH2:32][CH2:33][CH2:34][CH2:35]1>>[c:3]1([C:22]([c:21]2[cH:20][cH:19][c:18]([S:17][CH2:10][c:11]3[cH:12][cH:13][cH:14][cH:15][cH:16]3)[cH:25][cH:24]2)=[O:28])[cH:4][cH:5][c:6]([F:9])[cH:7][cH:8]1. Reactants: Intermediate 32, BrC=1C(=NN(C1)CC)C1=CC=C(C=C1)NC(N(C)C)=O (N′-[4-(4-bromo-1-ethyl-1H-pyrazol-3-yl)phenyl]-N,N-dimethylurea), BrC1=C2C(=NC=C1)N(C(=C2)C=2C=C(C=CC2)N(C)C)S(=O)(=O)C2=CC=CC=C2 ({3-[4-bromo-1-(phenylsulfonyl)-1H-pyrrolo[2,3-b]pyridin-2-yl]phenyl}dimethylamine), Intermediate 100. Product: CN(C=1C=C(C=CC1)C1=CC=2C(=NC=CC2C=2C(=NN(C2)CC)C2=CC=C(C=C2)NC(N(C)C)=O)N1S(=O)(=O)C1=CC=CC=C1)C (N′-(4-{4-[2-[3-(dimethylamino)phenyl]-1-(phenylsulfonyl)-1H-pyrrolo[2,3-b]pyridin-4-yl]-1-ethyl-1H-pyrazol-3-yl}phenyl)-N,N-dimethylurea). RXN SMILES: Br[C:2]1[CH:7]=[CH:6][N:5]=[C:4]2[N:8]([S:20]([C:23]3[CH:28]=[CH:27][CH:26]=[CH:25][CH:24]=3)(=[O:22])=[O:21])[C:9]([C:11]3[CH:12]=[C:13]([N:17]([CH3:19])[CH3:18])[CH:14]=[CH:15][CH:16]=3)=[CH:10][C:3]=12.Br[C:30]1[C:31]([C:37]2[CH:42]=[CH:41][C:40]([NH:43][C:44](=[O:48])[N:45]([CH3:47])[CH3:46])=[CH:39][CH:38]=2)=[N:32][N:33]([CH2:35][CH3:36])[CH:34]=1>>[CH3:18][N:17]([CH3:19])[C:13]1[CH:12]=[C:11]([C:9]2[N:8]([S:20]([C:23]3[CH:24]=[CH:25][CH:26]=[CH:27][CH:28]=3)(=[O:21])=[O:22])[C:4]3=[N:5][CH:6]=[CH:7][C:2]([C:30]4[C:31]([C:37]5[CH:42]=[CH:41][C:40]([NH:43][C:44](=[O:48])[N:45]([CH3:47])[CH3:46])=[CH:39][CH:38]=5)=[N:32][N:33]([CH2:35][CH3:36])[CH:34]=4)=[C:3]3[CH:10]=2)[CH:16]=[CH:15][CH:14]=1. Reported procedure: Following the procedure described for Intermediate 32 with {3-[4-bromo-1-(phenylsulfonyl)-1H-pyrrolo[2,3-b]pyridin-2-yl]phenyl}dimethylamine. Using this product crude and following the procedure described in Intermediate 100 using N′-[4-(4-bromo-1-ethyl-1H-pyrazol-3-yl)phenyl]-N,N-dimethylurea provided the title product. ESMS [M+H]+: 634.6 Solvent: N1=CC=CC=C1 (pyridine), N1=CC=CC=C1 (pyridine). RXN SMILES: P12(SP3(SP(SP(S3)(S1)=S)(=S)S2)=S)=S.[CH3:15][O:16][C:17]1[CH:18]=[C:19]([CH:30](O)[CH2:31][CH2:32][CH:33]([C:35]2[CH:40]=[C:39]([O:41][CH3:42])[C:38]([O:43][CH3:44])=[C:37]([O:45][CH3:46])[CH:36]=2)[OH:34])[CH:20]=[C:21]([N+:27]([O-:29])=[O:28])[C:22]=1[O:23][CH2:24][CH2:25][CH3:26].O>N1C=CC=CC=1>[CH3:15][O:16][C:17]1[CH:18]=[C:19]([CH:30]2[CH2:31][CH2:32][CH:33]([C:35]3[CH:40]=[C:39]([O:41][CH3:42])[C:38]([O:43][CH3:44])=[C:37]([O:45][CH3:46])[CH:36]=3)[O:34]2)[CH:20]=[C:21]([N+:27]([O-:29])=[O:28])[C:22]=1[O:23][CH2:24][CH2:25][CH3:26]. Reactants: COC=1C=C(C=C(C1OCCC)[N+](=O)[O-])C(CCC(O)C1=CC(=C(C(=C1)OC)OC)OC)O (1-(3-methoxy-4-propoxy-5-nitrophenyl) -4-(3,4,5-trimethoxyphenyl)-butane-1,4-diol), P12(=S)SP3(=S)SP(=S)(S1)SP(=S)(S2)S3 (P4S10), O (water). Yields the product COC=1C=C(C=C(C1OCCC)[N+](=O)[O-])C1OC(CC1)C1=CC(=C(C(=C1)OC)OC)OC (2-(3-Methoxy-4-propoxy-5-nitrophenyl)-5-(3,4,5-trimethoxyphenyl)-tetrahydrofuran). Reaction conditions: temperature 120 celsius, time 90 minute. Procedure details: A suspension of P4S10 (19.25 g, 43.3 mmol) in 250 mL of pyridine was heated at 120° C. for 75 minutes. To this suspension was then added a solution of 1-(3-methoxy-4-propoxy-5-nitrophenyl) -4-(3,4,5-trimethoxyphenyl)-butane-1,4-diol (4.65 g, 10 mmol) in 50 mL of pyridine. The temperature was reduced to 90° C. and stirring continued for an additional 90 minutes. After cooling, ice and water were added, the mixture was extracted with methylene chloride. The organic layer was washed with water, 5% ... Reactants: C#CC(C)(C)c1ccc(OC)c(CNC2CCCN(C(=O)OC(C)(C)C)C2c2ccccc2)c1, COc1ccc(C(C)C#N)cc1CNC1CCCNC1c1ccccc1. The product is C#CC(C)(C)c1ccc(OC)c(CNC2CCCNC2c2ccccc2)c1. As a reaction SMILES: [C:1]([O:2][C:3](=[O:4])[N:8]1[CH:9]([c:29]2[cH:30][cH:31][cH:32][cH:33][cH:34]2)[CH:10]([NH:14][CH2:15][c:16]2[c:17]([O:27][CH3:28])[cH:18][cH:19][c:20]([C:22]([C:23]#[CH:24])([CH3:25])[CH3:26])[cH:21]2)[CH2:11][CH2:12][CH2:13]1)([CH3:5])([CH3:6])[CH3:7].[C:35]([CH:36]([c:37]1[cH:38][cH:39][c:40]([O:41][CH3:42])[c:43]([CH2:45][NH:46][CH:47]2[CH2:48][CH2:49][CH2:50][NH:51][CH:52]2[c:53]2[cH:54][cH:55][cH:56][cH:57][cH:58]2)[cH:44]1)[CH3:59])#[N:60]>>[NH:8]1[CH:9]([c:29]2[cH:30][cH:31][cH:32][cH:33][cH:34]2)[CH:10]([NH:14][CH2:15][c:16]2[c:17]([O:27][CH3:28])[cH:18][cH:19][c:20]([C:22]([C:23]#[CH:24])([CH3:25])[CH3:26])[cH:21]2)[CH2:11][CH2:12][CH2:13]1. The reactants are N1(CCCC1)CC1CCN(CC1)C=1C=C(C=O)C=CC1 (3-(4-Pyrrolidin-1-ylmethyl-piperidin-1-yl)-benzaldehyde), N1CCCC1 (pyrrolidine). Product: N1(CCCC1)CC1CCN(CC1)C1=CC(=CC=C1)CN1CCCC1 (4-Pyrrolidin-1-ylmethyl-1-(3-pyrrolidin-1-ylmethyl-phenyl)-piperidine). As a reaction SMILES: [N:1]1([CH2:6][CH:7]2[CH2:12][CH2:11][N:10]([C:13]3[CH:14]=[C:15]([CH:18]=[CH:19][CH:20]=3)[CH:16]=O)[CH2:9][CH2:8]2)[CH2:5][CH2:4][CH2:3][CH2:2]1.[NH:21]1[CH2:25][CH2:24][CH2:23][CH2:22]1>>[N:1]1([CH2:6][CH:7]2[CH2:12][CH2:11][N:10]([C:13]3[CH:20]=[CH:19][CH:18]=[C:15]([CH2:16][N:21]4[CH2:25][CH2:24][CH2:23][CH2:22]4)[CH:14]=3)[CH2:9][CH2:8]2)[CH2:5][CH2:4][CH2:3][CH2:2]1. Procedure details: Prepared from the product of Example 20 and pyrrolidine. Reactants: C(C(=O)Cl)(=O)Cl (Oxalyl chloride), C(#N)C=1C=C(C(=O)O)C=CC1OCC1CC1 (3-cyano-4-[(cyclopropylmethyl)oxy]benzoic acid), CN(C=O)C (N,N-dimethylformamide). Run in ClCCl (dichloromethane). Conditions: time 2 hour. The product is C(#N)C=1C=C(C(=O)Cl)C=CC1OCC1CC1 (3-Cyano-4-[(cyclopropylmethyl)oxy]benzoyl chloride). Yield: 100.0%. RXN SMILES: [C:1](Cl)(=O)[C:2]([Cl:4])=[O:3].[C:7]([C:9]1[CH:10]=C([CH:15]=[CH:16][C:17]=1[O:18][CH2:19][CH:20]1[CH2:22][CH2:21]1)C(O)=O)#[N:8].CN(C)C=O>ClCCl>[C:7]([C:9]1[CH:10]=[C:1]([CH:15]=[CH:16][C:17]=1[O:18][CH2:19][CH:20]1[CH2:22][CH2:21]1)[C:2]([Cl:4])=[O:3])#[N:8]. Reported procedure: Oxalyl chloride (0.040 ml, 0.460 mmol) was added to a stirred solution of 3-cyano-4-[(cyclopropylmethyl)oxy]benzoic acid (D24; 50 mg, 0.230 mmol) in dichloromethane (DCM) (2 ml) containing N,N-dimethylformamide (DMF) (0.02 ml) at room temperature under nitrogen, and the mixture was stirred at room temperature for 2 h. The solvent was evaporated in vacuo to give the title compound (54.2 mg) which was used in the subsequent step (D49) without purification.